describe an organic reaction: reactants, conditions, products, and yield From a dataset of the Open Reaction Database (ORD), a public repository of structured organic reaction records. Reactants: [Li]CCCC, COc1ccc(C#N)cc1OC, Cl, C1CCOC1, c1ccoc1. Yields the product COc1ccc(C(=O)c2ccco2)cc1OC. RXN SMILES: [CH2:6]([Li:7])[CH2:8][CH2:9][CH3:10].[CH3:11][O:12][c:13]1[cH:14][c:15]([C:16]#[N:17])[cH:18][cH:19][c:20]1[O:21][CH3:22].[ClH:23].[O:24]1[CH2:25][CH2:26][CH2:27][CH2:28]1.[cH:1]1[cH:2][cH:3][o:4][cH:5]1>>[cH:1]1[cH:2][c:3]([C:16]([c:15]2[cH:14][c:13]([O:12][CH3:11])[c:20]([O:21][CH3:22])[cH:19][cH:18]2)=[O:24])[o:4][cH:5]1. Reactants: CC(=O)O, CC(C(O)CN(CCCc1ccc(F)cc1)CC(F)(F)F)N(Cc1ccccc1)Cc1ccccc1, CO, [Na+], O=C([O-])O, [OH-], [OH-], [Pd+2]. Product: CC(N)C(O)CN(CCCc1ccc(F)cc1)CC(F)(F)F. Reaction SMILES: [C:37]([OH:38])(=[O:39])[CH3:40].[CH2:1]([N:8]([CH2:2][c:3]1[cH:4][cH:5][cH:6][cH:7][cH:30]1)[CH:9]([CH:10]([CH2:11][N:12]([CH2:13][C:14]([F:15])([F:16])[F:17])[CH2:18][CH2:19][CH2:20][c:21]1[cH:22][cH:23][c:24]([F:27])[cH:25][cH:26]1)[OH:28])[CH3:29])[c:31]1[cH:32][cH:33][cH:34][cH:35][cH:36]1.[CH3:46][OH:47].[Na+:45].[O-:41][C:42]([OH:43])=[O:44].[OH-:48].[OH-:49].[Pd+2:50]>>[NH2:8][CH:9]([CH:10]([CH2:11][N:12]([CH2:13][C:14]([F:15])([F:16])[F:17])[CH2:18][CH2:19][CH2:20][c:21]1[cH:22][cH:23][c:24]([F:27])[cH:25][cH:26]1)[OH:28])[CH3:29]. Reactants: COC1=NC=C(C(=O)O)C=C1 (6-methoxynicotinic acid), acid chloride, BrC1=CC(=C(C=C1)CBr)Cl (4-bromo-1-bromomethyl-2-chloro-benzene). The product is BrC1=CC(=C(C=C1)CC(=O)C=1C=NC(=CC1)OC)Cl (2-(4-Bromo-2-chloro-phenyl)-1-(6-methoxy-pyridin-3-yl)-ethanone). As a reaction SMILES: [CH3:1][O:2][C:3]1[CH:11]=[CH:10][C:6]([C:7]([OH:9])=O)=[CH:5][N:4]=1.[Br:12][C:13]1[CH:18]=[CH:17][C:16]([CH2:19]Br)=[C:15]([Cl:21])[CH:14]=1>>[Br:12][C:13]1[CH:18]=[CH:17][C:16]([CH2:19][C:7]([C:6]2[CH:5]=[N:4][C:3]([O:2][CH3:1])=[CH:11][CH:10]=2)=[O:9])=[C:15]([Cl:21])[CH:14]=1. Reported procedure: In analogy to Example 165, step 1, 6-methoxynicotinic acid was converted to the acid chloride and subsequently reacted with 4-bromo-1-bromomethyl-2-chloro-benzene to give the title compound (not completely pure) as a light yellow solid.